Dataset: the Open Reaction Database (ORD), a public repository of structured organic reaction records. Task: describe an organic reaction: reactants, conditions, products, and yield The reactants are Cl (hydrochloric acid), C(=O)=O (carbon dioxide), CC(CCCC(C)=O)=O (heptane-2,6-dione), C(C(=O)CC(=O)O)C(=O)O (acetonedicarboxylic acid), [OH-].[K+] (KOH), [Cl-].[NH4+] (ammonium chloride), C(C)(=O)[O-].[Na+] (sodium acetate), [OH-].[K+] (KOH). Run in aqueous solution. Run at time 3 day. The product is CC12CC(CC(CCC1)(N2)C)=O (1,5-dimethyl-9-azabicyclo[3.3.1]nonan-3-one). Isolated yield 28.4%. Reaction SMILES: [CH3:1][C:2](=O)[CH2:3]CCC(=O)C.[CH2:10]([C:17](O)=O)[C:11]([CH2:13][C:14](O)=O)=O.[OH-].[K+].[Cl-].[NH4+:23].[C:24]([O-:27])(=O)[CH3:25].[Na+].Cl.C(=O)=O>>[CH3:1][C:2]12[NH:23][C:10]([CH3:17])([CH2:11][CH2:13][CH2:14]1)[CH2:25][C:24](=[O:27])[CH2:3]2 |f:2.3,4.5,6.7|. Procedure details: An aqueous solution (32 ml) of heptane-2,6-dione (4.96 g, 38.7 mmol) and acetonedicarboxylic acid (10.74 g, 73.5 mmol) was injected into a sealed tube, and 27 M KOH (6 ml), an ammonium chloride (6.20 g, 116 mmol) aqueous solution (60 ml), and sodium acetate (3.81 g, 46.4 mmol) were added in order under ice-cooled condition. The mixture was then brought to pH 9 with a 1 g/ml KOH aqueous solution. The reaction liquid was stirred inside the sealed tube in the dark at room temperature for 3 days. A ... Reactants: COC(CCCCCCCCCCC)=O (lauric acid methyl ester), C(O)CN (ethanolamine). The reagents and catalysts are C(C)(=O)[O-].C(C)(=O)[O-].C(C)(=O)[O-].C(C)(=O)[O-].[Ti+4] (titanium tetraacetate). Yields the product C(CCCCCCCCCC)C=1OCCN1 (2-undecyl-2-oxazoline). As a reaction SMILES: [CH3:1][O:2][C:3](=O)[CH2:4][CH2:5][CH2:6][CH2:7][CH2:8][CH2:9][CH2:10][CH2:11][CH2:12][CH2:13][CH3:14].C([CH2:18][NH2:19])O>C([O-])(=O)C.C([O-])(=O)C.C([O-])(=O)C.C([O-])(=O)C.[Ti+4]>[CH2:4]([C:3]1[O:2][CH2:1][CH2:18][N:19]=1)[CH2:5][CH2:6][CH2:7][CH2:8][CH2:9][CH2:10][CH2:11][CH2:12][CH2:13][CH3:14] |f:2.3.4.5.6|. Procedure: Following the procedure of Example 1, lauric acid methyl ester was reacted with ethanolamine in the presence of titanium tetraacetate to form 2-undecyl-2-oxazoline. The quantities used were as follows: Starting materials: CCOC(C)NC(C)=O, COS(=O)(=O)OC, N, [Na+], [OH-]. Yields the product CCOC(C)N(C)C(C)=O. Reaction SMILES: [CH2:8]([CH3:9])[O:10][CH:11]([CH3:12])[NH:13][C:14]([CH3:15])=[O:16].[CH3:1][O:2][S:3]([O:4][CH3:5])(=[O:6])=[O:7].[NH3:19].[Na+:18].[OH-:17]>>[CH3:1][N:13]([CH:11]([O:10][CH2:8][CH3:9])[CH3:12])[C:14]([CH3:15])=[O:16]. Reactants: C1(=CC=CC=C1)C([C@H](N)C(=O)O)C1=CC=CC=C1 (3,3-diphenylalanine), [O-]CC.[Na+] (sodium ethoxide), C(C)(=O)NC(C(=O)OCC)C(=O)OCC (diethyl acetamidomalonate), C1(=CC=CC=C1)C(Br)C1=CC=CC=C1 (diphenylbromomethane). The solvent is C(C)O (ethanol). The product is C(C)(=O)NC(C(=O)OCC)(C(=O)OCC)C(C1=CC=CC=C1)C1=CC=CC=C1 (diethyl 2-acetamido-2-(diphenylmethyl)malonate). Reaction SMILES: [C:1]1([CH:7]([C:13]2[CH:18]=[CH:17][CH:16]=[CH:15][CH:14]=2)[C@@H](C(O)=O)N)[CH:6]=[CH:5][CH:4]=[CH:3][CH:2]=1.[C:19]([NH:22][CH:23]([C:29]([O:31][CH2:32][CH3:33])=[O:30])[C:24]([O:26][CH2:27][CH3:28])=[O:25])(=[O:21])[CH3:20].C1(C(C2C=CC=CC=2)Br)C=CC=CC=1.[O-]CC.[Na+]>C(O)C>[C:19]([NH:22][C:23]([CH:7]([C:1]1[CH:6]=[CH:5][CH:4]=[CH:3][CH:2]=1)[C:13]1[CH:18]=[CH:17][CH:16]=[CH:15][CH:14]=1)([C:29]([O:31][CH2:32][CH3:33])=[O:30])[C:24]([O:26][CH2:27][CH3:28])=[O:25])(=[O:21])[CH3:20] |f:3.4|. Procedure details: As a production method of 3,3-diphenylalanine, U.S. Pat. No. 4,766,109 describes, as shown in the following reaction scheme, a method comprising reacting diethyl acetamidomalonate with diphenylbromomethane in ethanol in the presence of sodium ethoxide to give diethyl 2-acetamido-2-(diphenylmethyl)malonate, subjecting the compound to hydrolysis in the presence of hydrogen bromide, neutralizing the reaction mixture with aqueous sodium hydroxide solution, and purifying the compound using a column t...